Dataset: the Open Reaction Database (ORD), a public repository of structured organic reaction records. Task: describe an organic reaction: reactants, conditions, products, and yield The reactants are CC(=O)Nc1ccc(C(O)CN(C)Cc2ccc(Cl)cc2Cl)cc1, ClCCl, O=S(=O)(O)O. Yields the product CC(=O)Nc1ccc(C2CN(C)Cc3c(Cl)cc(Cl)cc32)cc1. Reaction SMILES: [Cl:1][c:2]1[c:3]([CH2:4][N:5]([CH2:6][CH:7]([OH:8])[c:9]2[cH:10][cH:11][c:12]([NH:15][C:16]([CH3:17])=[O:18])[cH:13][cH:14]2)[CH3:19])[cH:20][cH:21][c:22]([Cl:24])[cH:23]1.[Cl:30][CH2:31][Cl:32].[S:25](=[O:26])(=[O:27])([OH:28])[OH:29]>>[Cl:1][c:2]1[c:3]2[c:20]([cH:21][c:22]([Cl:24])[cH:23]1)[CH:7]([c:9]1[cH:10][cH:11][c:12]([NH:15][C:16]([CH3:17])=[O:18])[cH:13][cH:14]1)[CH2:6][N:5]([CH3:19])[CH2:4]2. The reactants are CC1=NC(=CC2=CC=CC=C12)C1=CC=CC=C1 (1-methyl-3-phenylisoquinoline), BrN1C(CCC1=O)=O (N-bromosuccinimide), C(C1=CC=CC=C1)(=O)OOC(C1=CC=CC=C1)=O (benzoyl peroxide). RXN SMILES: [CH3:1][C:2]1[C:11]2[C:6](=[CH:7][CH:8]=[CH:9][CH:10]=2)[CH:5]=[C:4]([C:12]2[CH:17]=[CH:16][CH:15]=[CH:14][CH:13]=2)[N:3]=1.[Br:18]N1C(=O)CCC1=O.C(OOC(=O)C1C=CC=CC=1)(=O)C1C=CC=CC=1>C(Cl)(Cl)(Cl)Cl>[Br:18][CH2:1][C:2]1[C:11]2[C:6](=[CH:7][CH:8]=[CH:9][CH:10]=2)[CH:5]=[C:4]([C:12]2[CH:17]=[CH:16][CH:15]=[CH:14][CH:13]=2)[N:3]=1. Product: BrCC1=NC(=CC2=CC=CC=C12)C1=CC=CC=C1 (1-bromomethyl-3-phenylisoquinoline). Run in C(Cl)(Cl)(Cl)Cl (carbon tetrachloride). Isolated yield 38.5%. Reaction conditions: time 48 hour. Procedure: A mixture of 1-methyl-3-phenylisoquinoline (21 g), N-bromosuccinimide (30.6 g) and benzoyl peroxide (1 g) in carbon tetrachloride (730 cc) is brought to boiling for 48 hours. After being cooled, the mixture is filtered and the filtrate evaporated to dryness under reduced pressure. The residue is chromatographed on silica gel with a toluene/methanol (98:2 by volume) mixture as eluant. After crystallization in isopropyl ether, 1-bromomethyl-3-phenylisoquinoline (11 g), m.p. 84° C., is obtained. Starting materials: ClC(Cl)Cl, O=S(Cl)Cl, OCCCn1c(Cc2ccccc2)nc2ccccc21. Yields the product ClCCCn1c(Cc2ccccc2)nc2ccccc21. Reaction SMILES: [Cl:25][CH:26]([Cl:27])[Cl:28].[S:21]([Cl:22])([Cl:23])=[O:24].[c:1]1([CH2:7][c:8]2[n:9][c:10]3[c:11]([n:12]2[CH2:13][CH2:14][CH2:15][OH:16])[cH:17][cH:18][cH:19][cH:20]3)[cH:2][cH:3][cH:4][cH:5][cH:6]1>>[c:1]1([CH2:7][c:8]2[n:9][c:10]3[c:11]([n:12]2[CH2:13][CH2:14][CH2:15][Cl:23])[cH:17][cH:18][cH:19][cH:20]3)[cH:2][cH:3][cH:4][cH:5][cH:6]1. The reactants are BrC=1C=C(C(=C(C1)O)F)F (5-bromo-2,3-difluorophenol), C(=O)([O-])[O-].[K+].[K+] (K2CO3), IC (iodomethane). Run in CC(=O)C (acetone). Yields the product BrC=1C=C(C(=C(C1)F)F)OC (5-bromo-1,2-difluoro-3-methoxybenzene). Yield: 94.7%. RXN SMILES: [Br:1][C:2]1[CH:3]=[C:4]([F:10])[C:5]([F:9])=[C:6]([OH:8])[CH:7]=1.[C:11]([O-])([O-])=O.[K+].[K+].IC>CC(C)=O>[Br:1][C:2]1[CH:7]=[C:6]([O:8][CH3:11])[C:5]([F:9])=[C:4]([F:10])[CH:3]=1 |f:1.2.3|. Reported procedure: To a solution of 5-bromo-2,3-difluorophenol (19 g, 90 mmol) in acetone (180 mL), K2CO3 (18 g, 0.13 mol) and iodomethane (25.8 g, 0.18 mol) were added. The resulting mixture was refluxed for 4 h. Upon completion, the mixture was cooled to room temperature and filtered, and the filtrate was evaporated to give the crude product, which was further purified by column chromatography on silica gel (eluting with petroleum ether/ethyl acetate=80/1-40/1) to give a light yellow liquid 5-bromo-1,2-difluoro-... The reactants are N1=CC(=C2N1C=CC=N2)C(=O)O (Pyrazolo[1,5-a]pyrimidine-3-carboxylic acid), S(=O)(Cl)Cl (thionyl chloride), acyl chloride. Conditions: temperature 60 celsius. Yields the product N1=CC(=C2N1C=CC=N2)C(=O)Cl (pyrazolo[1,5-a]pyrimidine-3-carbonyl chloride). Yield: 107.2%. RXN SMILES: [N:1]1[N:5]2[CH:6]=[CH:7][CH:8]=[N:9][C:4]2=[C:3]([C:10]([OH:12])=O)[CH:2]=1.S(Cl)([Cl:15])=O>>[N:1]1[N:5]2[CH:6]=[CH:7][CH:8]=[N:9][C:4]2=[C:3]([C:10]([Cl:15])=[O:12])[CH:2]=1. Procedure: Pyrazolo[1,5-a]pyrimidine-3-carboxylic acid (11.73 g, 71.9 mmol) was suspended in thionyl chloride (36 mL, 493 mmol) and heated at 60° C. for 2 h. Formation of the acyl chloride was monitored as follows: a sample of the reaction mixture was evaporated and added to MeOH and formation of the corresponding methyl ester was detected by UPLC. Then thionyl chloride was removed under reduced pressure to obtain pyrazolo[1,5-a]pyrimidine-3-carbonyl chloride (14 g) as a yellow solid. Reactants: CCOC(=O)CP(=O)(OCC)OCC, COc1ccc(C=O)c(F)c1, [H-], [Na+], C1CCOC1, O. Yields the product CCOC(=O)C=Cc1ccc(OC)cc1F. As a reaction SMILES: [CH2:1]([O:2][P:3]([O:4][CH2:5][CH3:6])(=[O:7])[CH2:9][C:10](=[O:11])[O:12][CH2:13][CH3:14])[CH3:8].[F:17][c:18]1[c:19]([CH:20]=[O:21])[cH:22][cH:23][c:24]([O:26][CH3:27])[cH:25]1.[H-:15].[Na+:16].[O:29]1[CH2:30][CH2:31][CH2:32][CH2:33]1.[OH2:28]>>[CH:9]([C:10](=[O:11])[O:12][CH2:13][CH3:14])=[CH:20][c:19]1[c:18]([F:17])[cH:25][c:24]([O:26][CH3:27])[cH:23][cH:22]1.